Dataset: the Open Reaction Database (ORD), a public repository of structured organic reaction records. Task: describe an organic reaction: reactants, conditions, products, and yield Reactants: CCOC(=O)CCCBr, CCN(C(C)C)C(C)C, CCOCC, Nc1ccccc1-c1ccccc1. The product is CCOC(=O)CCCNc1ccccc1-c1ccccc1. RXN SMILES: [Br:23][CH2:24][CH2:25][CH2:26][C:27](=[O:28])[O:29][CH2:30][CH3:31].[CH2:14]([N:15]([CH:16]([CH3:17])[CH3:18])[CH:19]([CH3:20])[CH3:21])[CH3:22].[CH3:32][CH2:33][O:34][CH2:35][CH3:36].[NH2:1][c:2]1[c:3](-[c:8]2[cH:9][cH:10][cH:11][cH:12][cH:13]2)[cH:4][cH:5][cH:6][cH:7]1>>[NH:1]([c:2]1[c:3](-[c:8]2[cH:9][cH:10][cH:11][cH:12][cH:13]2)[cH:4][cH:5][cH:6][cH:7]1)[CH2:24][CH2:25][CH2:26][C:27](=[O:28])[O:29][CH2:30][CH3:31]. Starting materials: hydrochloride salt, FC1=C(C(=CC=C1)F)C1=CC=CC=2CC(OC21)CN=[N+]=[N-] ((±)-[7-(2,6-difluorophenyl)-2,3-dihydro-1-benzofuran-2-yl]methyl azide). The reagents and catalysts are [Pd] (palladium on carbon). Yields the product FC1=C(C(=CC=C1)F)C1=CC=CC=2CC(OC21)CN ((±)-1-[7-(2,6-difluorophenyl)-2,3-dihydro-1-benzofuran-2-yl]methanamine). Isolated yield 90.0%. RXN SMILES: [F:1][C:2]1[CH:7]=[CH:6][CH:5]=[C:4]([F:8])[C:3]=1[C:9]1[C:17]2[O:16][CH:15]([CH2:18][N:19]=[N+]=[N-])[CH2:14][C:13]=2[CH:12]=[CH:11][CH:10]=1>[Pd]>[F:1][C:2]1[CH:7]=[CH:6][CH:5]=[C:4]([F:8])[C:3]=1[C:9]1[C:17]2[O:16][CH:15]([CH2:18][NH2:19])[CH2:14][C:13]=2[CH:12]=[CH:11][CH:10]=1. Reported procedure: Treatment of (±)-[7-(2,6-difluorophenyl)-2,3-dihydro-1-benzofuran-2-yl]methanol (3.5 g, 13.35 mmol) with p-toluenesulfonyl chloride (3.05 g, 16.01 mol) generally according to the procedure described for Intermediate 10 gave 3.5 g (64%) of (±)-[7-(2,6-difluorophenyl)-2,3-dihydro-1-benzofuran-2-yl]methyl 4-methylbenzenesulfonate. Treatment of (±)-[7-(2,6-difluorophenyl)-2,3-dihydro-1-benzofuran-2-yl]methyl 4-methylbenzenesulfonate (3.0 g, 7.20 mmol) with sodium azide (1.87 g, 28.8 mmol) generally ... Starting materials: COC(C1=CC(=CC(=C1)OC(C)C)C(C1=CC=C(C=C1)P(=O)(OC(C)C)OC(C)C)=O)=O (3-[4-(diisopropoxy-phosphoryl)-benzoyl]-5-isopropoxy-benzoic acid methyl ester), [BH4-].[Na+] (NaBH4). The solvent is CO (MeOH). Reaction conditions: time 8 hour. The product is COC(C1=CC(=CC(=C1)OC(C)C)CC1=CC=C(C=C1)P(=O)(OC(C)C)OC(C)C)=O (3-[4-(Diisopropoxy-phosphoryl)-benzyl]-5-isopropoxy-benzoic acid methyl ester). The yield is 99.1%. As a reaction SMILES: [CH3:1][O:2][C:3](=[O:32])[C:4]1[CH:9]=[C:8]([O:10][CH:11]([CH3:13])[CH3:12])[CH:7]=[C:6]([C:14](=O)[C:15]2[CH:20]=[CH:19][C:18]([P:21]([O:27][CH:28]([CH3:30])[CH3:29])([O:23][CH:24]([CH3:26])[CH3:25])=[O:22])=[CH:17][CH:16]=2)[CH:5]=1.[BH4-].[Na+]>CO>[CH3:1][O:2][C:3](=[O:32])[C:4]1[CH:9]=[C:8]([O:10][CH:11]([CH3:12])[CH3:13])[CH:7]=[C:6]([CH2:14][C:15]2[CH:20]=[CH:19][C:18]([P:21]([O:23][CH:24]([CH3:26])[CH3:25])([O:27][CH:28]([CH3:29])[CH3:30])=[O:22])=[CH:17][CH:16]=2)[CH:5]=1 |f:1.2|. Procedure: To a solution of 3-[4-(diisopropoxy-phosphoryl)-benzoyl]-5-isopropoxy-benzoic acid methyl ester (750 mg, 1.62 mmol) in MeOH (30 mL) was added NaBH4 (120 mg, 3.17 mmol) at rt. Stirred at rt overnight. On the second day, the mixture was concentrated. The residue was partitioned between EOAc/HCl (0.1 M) and the organic layer was separated, washed with brine, dried, and concentrated. The resulting residue was dissolved in a mixture of EOAc/EtOH (20 mL, v/v=10:1) and hydrogenated over Pd/C (10%, 200 ... The reactants are COC(=O)C(C)(Oc1cccc(Oc2c(Cl)cc(C(F)(F)F)cc2Cl)c1)[N+](=O)[O-], CC#N, [Na+], [OH-], O. Yields the product CC(Oc1cccc(Oc2c(Cl)cc(C(F)(F)F)cc2Cl)c1)(C(=O)O)[N+](=O)[O-]. As a reaction SMILES: [CH3:1][O:2][C:3]([C:4]([CH3:5])([O:6][c:7]1[cH:8][cH:9][cH:10][c:11]([O:13][c:14]2[c:15]([Cl:25])[cH:16][c:17]([C:21]([F:22])([F:23])[F:24])[cH:18][c:19]2[Cl:20])[cH:12]1)[N+:26](=[O:27])[O-:28])=[O:29].[CH3:33][C:34]#[N:35].[Na+:31].[OH-:30].[OH2:32]>>[O:2]=[C:3]([C:4]([CH3:5])([O:6][c:7]1[cH:8][cH:9][cH:10][c:11]([O:13][c:14]2[c:15]([Cl:25])[cH:16][c:17]([C:21]([F:22])([F:23])[F:24])[cH:18][c:19]2[Cl:20])[cH:12]1)[N+:26](=[O:27])[O-:28])[OH:29].